This data is from the Open Reaction Database (ORD), a public repository of structured organic reaction records. The task is: describe an organic reaction: reactants, conditions, products, and yield The reactants are BrB(Br)Br, ClCCl, COc1cccc(-c2nc3sccn3c2-c2ccnc(NC3CCCN(S(=O)(=O)c4ccc(Cl)cc4)C3)n2)c1. Yields the product O=S(=O)(c1ccc(Cl)cc1)N1CCCC(Nc2nccc(-c3c(-c4cccc(O)c4)nc4sccn34)n2)C1. Reaction SMILES: [B:40]([Br:41])([Br:42])[Br:43].[CH2:44]([Cl:45])[Cl:46].[Cl:1][c:2]1[cH:3][cH:4][c:5]([S:8](=[O:9])(=[O:10])[N:11]2[CH2:12][CH:13]([NH:17][c:18]3[n:19][cH:20][cH:21][c:22](-[c:24]4[c:25](-[c:32]5[cH:33][c:34]([O:38][CH3:39])[cH:35][cH:36][cH:37]5)[n:26][c:27]5[s:28][cH:29][cH:30][n:31]45)[n:23]3)[CH2:14][CH2:15][CH2:16]2)[cH:6][cH:7]1>>[Cl:1][c:2]1[cH:3][cH:4][c:5]([S:8](=[O:9])(=[O:10])[N:11]2[CH2:12][CH:13]([NH:17][c:18]3[n:19][cH:20][cH:21][c:22](-[c:24]4[c:25](-[c:32]5[cH:33][c:34]([OH:38])[cH:35][cH:36][cH:37]5)[n:26][c:27]5[s:28][cH:29][cH:30][n:31]45)[n:23]3)[CH2:14][CH2:15][CH2:16]2)[cH:6][cH:7]1. The yield is 96.0%. Reported procedure: A mixture of (R)-2-(3-bromo-4-cyanophenylamino)-3-(1H-indol-3-yl)propanamide (96 mg, 0.250 mmol), 5-amino-3-methylisothiazole hydrochloride (60 mg, 0.398 mmol), K2CO3 (120 mg, 0.869 mmol), BINAP (40 mg, 0.064 mmol) and Pd(OAc)2 (20 mg, 0.089 mmol) in dioxane (2 mL) was degassed with argon, then was stirred at 120 C for 18 h. Water and EtOAc were added. The organic phase was separated, dried over Na2SO4, concentrated in vacuo to give (R)-2-(4-cyano-3-(3-methylisothiazol-5-ylamino)phenylamino)-3-(... Reagents/catalysts: CC(=O)[O-].CC(=O)[O-].[Pd+2] (Pd(OAc)2). The reactants are BrC=1C=C(C=CC1C#N)N[C@@H](C(=O)N)CC1=CNC2=CC=CC=C12 ((R)-2-(3-bromo-4-cyanophenylamino)-3-(1H-indol-3-yl)propanamide), Cl.NC1=CC(=NS1)C (5-amino-3-methylisothiazole hydrochloride), C(=O)([O-])[O-].[K+].[K+] (K2CO3), C=1C=CC(=CC1)P(C=2C=CC=CC2)C3=CC=C4C=CC=CC4=C3C5=C6C=CC=CC6=CC=C5P(C=7C=CC=CC7)C=8C=CC=CC8 (BINAP). The solvent is O1CCOCC1 (dioxane). The product is C(#N)C1=C(C=C(C=C1)N[C@@H](C(=O)N)CC1=CNC2=CC=CC=C12)NC1=CC(=NS1)C ((R)-2-(4-cyano-3-(3-methylisothiazol-5-ylamino)phenylamino)-3-(1H-indol-3-yl)propanamide). Reaction conditions: time 18 hour. Reaction SMILES: Br[C:2]1[CH:3]=[C:4]([NH:10][C@H:11]([CH2:15][C:16]2[C:24]3[C:19](=[CH:20][CH:21]=[CH:22][CH:23]=3)[NH:18][CH:17]=2)[C:12]([NH2:14])=[O:13])[CH:5]=[CH:6][C:7]=1[C:8]#[N:9].Cl.[NH2:26][C:27]1[S:31][N:30]=[C:29]([CH3:32])[CH:28]=1.C([O-])([O-])=O.[K+].[K+].C1C=CC(P(C2C(C3C(P(C4C=CC=CC=4)C4C=CC=CC=4)=CC=C4C=3C=CC=C4)=C3C(C=CC=C3)=CC=2)C2C=CC=CC=2)=CC=1>O1CCOCC1.CC([O-])=O.CC([O-])=O.[Pd+2]>[C:8]([C:7]1[CH:6]=[CH:5][C:4]([NH:10][C@H:11]([CH2:15][C:16]2[C:24]3[C:19](=[CH:20][CH:21]=[CH:22][CH:23]=3)[NH:18][CH:17]=2)[C:12]([NH2:14])=[O:13])=[CH:3][C:2]=1[NH:26][C:27]1[S:31][N:30]=[C:29]([CH3:32])[CH:28]=1)#[N:9] |f:1.2,3.4.5,8.9.10|. The reactants are solution 1.25, [N+](=O)([O-])[O-].[Ca+2].[N+](=O)([O-])[O-] (calcium nitrate), C(C=C)C1=CC=C(C=2C(C=C(OC21)C2=NN=NN2)=O)OCCC(C)C (5-[8-allyl-5-(3-methylbutoxy)-4-oxo-4H-1-benzopyran-2-yl]tetrazole), C([O-])(O)=O.[Na+] (sodium bicarbonate). Run in O (water), O (water). Yields the product C(C=C)C1=CC=C(C=2C(C=C(OC21)C2=NN=NN2)=O)OCCC(C)C (5-[8-allyl-5-(3-methylbutoxy)-4-oxo-4H-1-benzopyran-2-yl]tetrazole), O.O.O.O.O.[Ca] (calcium salt pentahydrate). RXN SMILES: [CH2:1]([C:4]1[C:13]2[O:12][C:11]([C:14]3[NH:18][N:17]=[N:16][N:15]=3)=[CH:10][C:9](=[O:19])[C:8]=2[C:7]([O:20][CH2:21][CH2:22][CH:23]([CH3:25])[CH3:24])=[CH:6][CH:5]=1)[CH:2]=[CH2:3].C(=O)(O)[O-:27].[Na+].[N+]([O-])([O-])=[O:32].[Ca+2:35].[N+]([O-])([O-])=[O:37]>O>[CH2:1]([C:4]1[C:13]2[O:12][C:11]([C:14]3[NH:15][N:16]=[N:17][N:18]=3)=[CH:10][C:9](=[O:19])[C:8]=2[C:7]([O:20][CH2:21][CH2:22][CH:23]([CH3:25])[CH3:24])=[CH:6][CH:5]=1)[CH:2]=[CH2:3].[OH2:27].[OH2:32].[OH2:37].[OH2:12].[OH2:12].[Ca:35] |f:1.2,3.4.5,8.9.10.11.12.13|. Reported procedure: 5Parts of 5-[8-allyl-5-(3-methylbutoxy)-4-oxo-4H-1-benzopyran-2-yl]tetrazole and 1.29 parts of sodium bicarbonate were mutually dissolved in 200 parts of water. To this stirred solution 1.25 parts of calcium nitrate in 100 parts of water were added. A creamy precipitate was produced. The mixture was cooled and the precipitate was collected. The compound was finely powdered, treated with boiling water, collected and dried in vacuo. 4.8 Parts of 5-[8-allyl-5-(3-methylbutoxy)-4-oxo-4H-1-benzopyran-... The solvent is C=1(C(=CC=CC1)C)C (xylene). The reagents and catalysts are C=1C=CC(=CC1)[P](C=2C=CC=CC2)(C=3C=CC=CC3)[Pd]([P](C=4C=CC=CC4)(C=5C=CC=CC5)C=6C=CC=CC6)([P](C=7C=CC=CC7)(C=8C=CC=CC8)C=9C=CC=CC9)[P](C=1C=CC=CC1)(C=1C=CC=CC1)C=1C=CC=CC1 (tetrakis(triphenylphosphine)palladium). Reaction SMILES: Br[C:2]1[CH:3]=[CH:4][C:5]([NH2:8])=[N:6][CH:7]=1.[CH2:9]([Sn](CCCC)(CCCC)C=C)[CH2:10]CC>C1(C)C(C)=CC=CC=1.C1C=CC([P]([Pd]([P](C2C=CC=CC=2)(C2C=CC=CC=2)C2C=CC=CC=2)([P](C2C=CC=CC=2)(C2C=CC=CC=2)C2C=CC=CC=2)[P](C2C=CC=CC=2)(C2C=CC=CC=2)C2C=CC=CC=2)(C2C=CC=CC=2)C2C=CC=CC=2)=CC=1>[CH:9]([C:2]1[CH:3]=[CH:4][C:5]([NH2:8])=[N:6][CH:7]=1)=[CH2:10] |^1:35,37,56,75|. Reactants: BrC=1C=CC(=NC1)N (5-bromopyridin-2-yl amine), C(CCC)[Sn](C=C)(CCCC)CCCC (tributyl(vinyl)tin). Product: C(=C)C=1C=CC(=NC1)N (5-Vinylpyridin-2-yl amine). The yield is 45.3%. Reported procedure: 4.13 g 5-bromopyridin-2-yl amine, 7.95 g tributyl(vinyl)tin and 1.38 g tetrakis(triphenylphosphine)palladium were heated in 70 mL xylene at 120° C. for 3 hours under nitrogen atmosphere. The solvent was removed, and the residue was purified by silica gel column chromatography (hexane/ethyl acetate), to give 1.3 g of the title compound as pale yellow crystals. Starting materials: O=C(CN1C(=NCC1)C)C (1-(2-oxopropyl)-2-methyl-2-imidazoline), CN (methylamine). The reagents and catalysts are [Pt]=O (platinum oxide). Run in C(C)O (ethanol), C(C)O (ethanol). Run at time 1 hour. The product is CNC(CN1C(=NCC1)C)C (1-(2-methylaminopropyl)-2-methyl-2-imidazoline). As a reaction SMILES: O=[C:2]([CH3:10])[CH2:3][N:4]1[CH2:8][CH2:7][N:6]=[C:5]1[CH3:9].[CH3:11][NH2:12]>[Pt]=O.C(O)C>[CH3:11][NH:12][CH:2]([CH3:10])[CH2:3][N:4]1[CH2:8][CH2:7][N:6]=[C:5]1[CH3:9]. Procedure details: A suspension of 0.20 g. of platinum oxide in 20 ml. of absolute ethanol is hydrogenated at 50 p.s.i. for one hour. To this is added a mixture of 7.0 g. of 1-(2-oxopropyl)-2-methyl-2-imidazoline, 3.1 g. of methylamine and 30 ml. of ethanol. The mixture is shaken under ca. 50 p.s.i. of hydrogen until one equivalent is absorbed. Filtration of the catalyst and removal of solvent in vacuo gives 1-(2-methylaminopropyl)-2-methyl-2-imidazoline.